This data is from the Open Reaction Database (ORD), a public repository of structured organic reaction records. The task is: describe an organic reaction: reactants, conditions, products, and yield Starting materials: C1CCOC1, COC(=O)C(=Cc1cc(OC)cc(OC)c1)c1ccc(Oc2ccc(CBr)cc2)cc1, [Li]CCCC, O=C1CSC(=O)N1. Product: COC(=O)C(=Cc1cc(OC)cc(OC)c1)c1ccc(Oc2ccc(CC3SC(=O)NC3=O)cc2)cc1. As a reaction SMILES: [CH2:44]1[O:45][CH2:46][CH2:47][CH2:48]1.[CH3:13][O:14][C:15]([C:16](=[CH:17][c:18]1[cH:19][c:20]([O:26][CH3:27])[cH:21][c:22]([O:24][CH3:25])[cH:23]1)[c:28]1[cH:29][cH:30][c:31]([O:34][c:35]2[cH:36][cH:37][c:38]([CH2:41][Br:42])[cH:39][cH:40]2)[cH:32][cH:33]1)=[O:43].[Li:8][CH2:9][CH2:10][CH2:11][CH3:12].[S:1]1[C:2](=[O:7])[NH:3][C:4](=[O:6])[CH2:5]1>>[S:1]1[C:2](=[O:7])[NH:3][C:4](=[O:6])[CH:5]1[CH2:41][c:38]1[cH:37][cH:36][c:35]([O:34][c:31]2[cH:30][cH:29][c:28]([C:16]([C:15]([O:14][CH3:13])=[O:43])=[CH:17][c:18]3[cH:19][c:20]([O:26][CH3:27])[cH:21][c:22]([O:24][CH3:25])[cH:23]3)[cH:33][cH:32]2)[cH:40][cH:39]1.